Dataset: the Open Reaction Database (ORD), a public repository of structured organic reaction records. Task: describe an organic reaction: reactants, conditions, products, and yield Starting materials: O.O.O.O.O.O.O.O.O.O.S(=O)(=O)([O-])[O-].[Na+].[Na+] (sodium sulfate decahydrate), C(C)OCC (Diethyl ether), FC(C(=O)N1CCC(CC1)COC1=CC=C(C=C1)C=1CCN(CC1)S(=O)(=O)C)(C)C (2-fluoro-1-{4-[4-(1-methanesulfonyl-1,2,3,6-tetrahydro-pyridin-4-yl)-phenoxymethyl]-piperidin-1-yl}-2-methyl-propan-1-one), solution, [H-].[Al+3].[Li+].[H-].[H-].[H-] (lithium aluminum hydride). Run in O1CCCC1 (tetrahydrofuran), O1CCCC1 (tetrahydrofuran). Reaction conditions: time 1 hour. Yields the product FC(CN1CCC(CC1)COC1=CC=C(C=C1)C=1CCN(CC1)S(=O)(=O)C)(C)C (4-{4-[1-(2-Fluoro-2-methyl-propyl)-piperidin-4-ylmethoxy]-phenyl}-1-methanesulfonyl-1,2,3,6-tetrahydro-pyridine). Isolated yield 25.3%. Reaction SMILES: [F:1][C:2]([CH3:30])([CH3:29])[C:3]([N:5]1[CH2:10][CH2:9][CH:8]([CH2:11][O:12][C:13]2[CH:18]=[CH:17][C:16]([C:19]3[CH2:20][CH2:21][N:22]([S:25]([CH3:28])(=[O:27])=[O:26])[CH2:23][CH:24]=3)=[CH:15][CH:14]=2)[CH2:7][CH2:6]1)=O.[H-].[Al+3].[Li+].[H-].[H-].[H-].O.O.O.O.O.O.O.O.O.O.S([O-])([O-])(=O)=O.[Na+].[Na+].C(OCC)C>O1CCCC1>[F:1][C:2]([CH3:30])([CH3:29])[CH2:3][N:5]1[CH2:10][CH2:9][CH:8]([CH2:11][O:12][C:13]2[CH:18]=[CH:17][C:16]([C:19]3[CH2:24][CH2:23][N:22]([S:25]([CH3:28])(=[O:27])=[O:26])[CH2:21][CH:20]=3)=[CH:15][CH:14]=2)[CH2:7][CH2:6]1 |f:1.2.3.4.5.6,7.8.9.10.11.12.13.14.15.16.17.18.19|. Procedure: To a solution of 2-fluoro-1-{4-[4-(1-methanesulfonyl-1,2,3,6-tetrahydro-pyridin-4-yl)-phenoxymethyl]-piperidin-1-yl}-2-methyl-propan-1-one (1.00 g, 2.28 mmol) in tetrahydrofuran (23 mL) at rt is added via cannula a 1 M solution of lithium aluminum hydride in tetrahydrofuran (7.18 g, 7.98 mL, 7.98 mmol). After 1 h, sodium sulfate decahydrate is added carefully. The mixture is stirred for 15 min and the solid is filtered off and washed with dichloromethane. The solvent is removed and the residue i... Starting materials: C(=O)(N1C=NC=C1)N1C=NC=C1 (Carbonyldiimidazole), ClC=1C=C2C(=C(NC2=CC1)C(=O)O)S(=O)(=O)C1=CC=CC=C1 (5-chloro-3-phenylsulfonylindole-2-carboxylic acid), NCCC1=CNC=N1 (histamine). The solvent is O (water). Conditions: time 0.5 hour. Product: N1C=NC(=C1)CCNC(=O)C=1NC2=CC=C(C=C2C1S(=O)(=O)C1=CC=CC=C1)Cl (N-[2-(imidazol-4-yl)ethyl]-3-phenylsulfonyl-5-chloroindole-2-carboxamide). As a reaction SMILES: C(N1C=CN=C1)(N1C=CN=C1)=O.[Cl:13][C:14]1[CH:15]=[C:16]2[C:20](=[CH:21][CH:22]=1)[NH:19][C:18]([C:23](O)=[O:24])=[C:17]2[S:26]([C:29]1[CH:34]=[CH:33][CH:32]=[CH:31][CH:30]=1)(=[O:28])=[O:27].[NH2:35][CH2:36][CH2:37][C:38]1[N:42]=[CH:41][NH:40][CH:39]=1>O>[NH:40]1[CH:39]=[C:38]([CH2:37][CH2:36][NH:35][C:23]([C:18]2[NH:19][C:20]3[C:16]([C:17]=2[S:26]([C:29]2[CH:34]=[CH:33][CH:32]=[CH:31][CH:30]=2)(=[O:28])=[O:27])=[CH:15][C:14]([Cl:13])=[CH:22][CH:21]=3)=[O:24])[N:42]=[CH:41]1. Procedure details: Carbonyldiimidazole (180 mg, 1.11 mmol) was added to a solution of 5-chloro-3-phenylsulfonylindole-2-carboxylic acid (Example 27, Step A) (336 mg, 0.5 mmol) cooled in an ice bath under an inert atmosphere. After 0.5 hours, histamine (125 mg, 1.12 mmol) was added to the yellow solution. After 5 hours the reaction was diluted with water and the product extracted into ethyl acetate. This organic layer was washed with dilute aq. NaHCO3, dried (Na2SO4), filtered through charcoal and the solvents evap... Reactants: C1C=CC2C1C3CC2C=C3 (dicyclopentadiene), NC1=CC=CC=C1 (aniline), C=O (formaldehyde), solution. The solvent is O1CCOCC1 (1,4-dioxane), O1CCOCC1 (1,4-dioxane), C(C)OCC (ethyl ether). Yields the product O1NCCC2=C1C=CC=C2 (dihydrobenzoxazine). RXN SMILES: [CH2:1]1[CH:5]2[CH:6]3[CH:10]=CC([CH:4]2[CH:3]=[CH:2]1)C3.[CH2:11]=[O:12].[NH2:13]C1C=CC=CC=1>O1CCOCC1.C(OCC)C>[O:12]1[C:11]2[CH:1]=[CH:2][CH:3]=[CH:4][C:5]=2[CH2:6][CH2:10][NH:13]1. Procedure: 33.2 g (0.2 mole) of dicyclopentadiene novolac (hereinafter abbreviated as DCPDNO) and 32.4 g of aqueous formaldehyde (37%, 0.4 mole) were added into a 4-neck reactor equipped with a stirrer, temperature controller, and condenser, and then 100 ml of 1,4-dioxane was added as a solvent. The mixture was stirred at room temperature, and to the resulting solution 18.6 g (0.2 mole) aniline in 30 ml 1,4-dioxane was dripped at a rate of one drop per second while stirring. Upon completion of the dripping... Reactants: O1C=CC=C1 (furan), C=12C3=C(C(=CC1)C2)C=CC=C3 (benzonorbornadiene), Compound 2. Reaction conditions: temperature 128 celsius. Product: C1=CC=CC2=CC3=CC4=CC5=CC=CC=C5C=C4C=C3C=C12 (pentacene). Isolated yield 40.0%. Reaction SMILES: O1[CH:5]=[CH:4][CH:3]=[CH:2]1.[C:6]12[CH2:12][C:9](=[CH:10][CH:11]=1)[C:8]1C=CC=C[C:7]2=1>>[CH:2]1[C:3]2[C:4](=[CH:5][C:8]3[C:9]([CH:2]=2)=[CH:10][C:11]2[C:6](=[CH:12][C:11]4[C:6]([CH:12]=2)=[CH:7][CH:8]=[CH:9][CH:10]=4)[CH:7]=3)[CH:5]=[CH:4][CH:3]=1. Reported procedure: In summary, a new stable and soluble pentacene precursor 2 was synthesized in 40% yield from the cycloaddition of a furan derivative 3 and a benzonorbornadiene 4. Compound 2 releases a unit of CO upon heating at 128° C. or by irradiation with UV light (366 nm) to produce pentacene in nearly quantitative yield. Thin films of pentacene were prepared by spin-coating followed by thermal annealing, and found to display typical FET characteristics. Starting materials: C1(=CC=CC=C1)P(C1=CC=CC=2C(C3=CC=CC(=C3OC12)P(C1=CC=CC=C1)C1=CC=CC=C1)(C)C)C1=CC=CC=C1 (4,5-Bis(diphenylphosphino)-9,9-dimethylxanthene), ClC1=NC(=C2C(=N1)N(N=C2)C2OCCCC2)C=2C=C(C=CC2)NC(C=C)=O (N-(3-(6-chloro-1-(tetrahydro-2H-pyran-2-yl)-1H-pyrazolo[3,4-d]pyrimidin-4-yl)phenyl)acrylamide), NC=1C=CC(=C(C1)O)N1CCOCC1 (5-amino-2-morpholinophenol), C([O-])([O-])=O.[K+].[K+] (potassium carbonate). Reagents/catalysts: C=1C=CC(=CC1)/C=C/C(=O)/C=C/C2=CC=CC=C2.C=1C=CC(=CC1)/C=C/C(=O)/C=C/C2=CC=CC=C2.C=1C=CC(=CC1)/C=C/C(=O)/C=C/C2=CC=CC=C2.[Pd].[Pd] (Pd2dba3). Run in CC(C)(C)O (t-BuOH). Run at temperature 100 celsius. The product is OC=1C=C(C=CC1N1CCOCC1)NC1=NC(=C2C(=N1)N(N=C2)C2OCCCC2)C=2C=C(C=CC2)NC(C=C)=O (N-(3-(6-((3-Hydroxy-4-Morpholinophenyl)Amino)-1-(Tetrahydro-2H-Pyran-2-Yl)-1H-Pyrazolo[3,4-D]Pyrimidin-4-Yl)Phenyl)Acrylamide). Isolated yield 28.5%. RXN SMILES: Cl[C:2]1[N:7]=[C:6]2[N:8]([CH:11]3[CH2:16][CH2:15][CH2:14][CH2:13][O:12]3)[N:9]=[CH:10][C:5]2=[C:4]([C:17]2[CH:18]=[C:19]([NH:23][C:24](=[O:27])[CH:25]=[CH2:26])[CH:20]=[CH:21][CH:22]=2)[N:3]=1.[NH2:28][C:29]1[CH:30]=[CH:31][C:32]([N:36]2[CH2:41][CH2:40][O:39][CH2:38][CH2:37]2)=[C:33]([OH:35])[CH:34]=1.C(=O)([O-])[O-].[K+].[K+].C1(P(C2C=CC=CC=2)C2C3OC4C(=CC=CC=4P(C4C=CC=CC=4)C4C=CC=CC=4)C(C)(C)C=3C=CC=2)C=CC=CC=1>CC(O)(C)C.C1C=CC(/C=C/C(/C=C/C2C=CC=CC=2)=O)=CC=1.C1C=CC(/C=C/C(/C=C/C2C=CC=CC=2)=O)=CC=1.C1C=CC(/C=C/C(/C=C/C2C=CC=CC=2)=O)=CC=1.[Pd].[Pd]>[OH:35][C:33]1[CH:34]=[C:29]([NH:28][C:2]2[N:7]=[C:6]3[N:8]([CH:11]4[CH2:16][CH2:15][CH2:14][CH2:13][O:12]4)[N:9]=[CH:10][C:5]3=[C:4]([C:17]3[CH:18]=[C:19]([NH:23][C:24](=[O:27])[CH:25]=[CH2:26])[CH:20]=[CH:21][CH:22]=3)[N:3]=2)[CH:30]=[CH:31][C:32]=1[N:36]1[CH2:37][CH2:38][O:39][CH2:40][CH2:41]1 |f:2.3.4,7.8.9.10.11|. Procedure details: N-(3-(6-chloro-1-(tetrahydro-2H-pyran-2-yl)-1H-pyrazolo[3,4-d]pyrimidin-4-yl)phenyl)acrylamide (50 mg, 0.130 mmol), 5-amino-2-morpholinophenol (25.3 mg, 0.130 mmol) and potassium carbonate (45.0 mg, 0.326 mmol) were dissolved in t-BuOH (80 mL). 4,5-Bis(diphenylphosphino)-9,9-dimethylxanthene (3.01 mg, 5.21 μmol) and Pd2dba3 (2.386 mg, 2.61 μmol) were then added to the solution. The reaction mixture was refluxed at 100° C. for 12 h, and the reaction was monitored by TLC. Following completion of t... Starting materials: NCCC1=NC=CC=C1 (2-(2-aminoethyl)pyridine), C(C)(=O)OC(C)=O (acetic anhydride). Reagents/catalysts: CN(C1=CC=NC=C1)C (4-dimethylaminopyridine). The solvent is N1=CC=CC=C1 (pyridine). Yields the product N1=C(C=CC=C1)CCNC(C)=O (N-[2-(2-Pyridinyl)ethyl]acetamide). As a reaction SMILES: [NH2:1][CH2:2][CH2:3][C:4]1[CH:9]=[CH:8][CH:7]=[CH:6][N:5]=1.[C:10](OC(=O)C)(=[O:12])[CH3:11]>CN(C)C1C=CN=CC=1.N1C=CC=CC=1>[N:5]1[CH:6]=[CH:7][CH:8]=[CH:9][C:4]=1[CH2:3][CH2:2][NH:1][C:10](=[O:12])[CH3:11]. Procedure: The title compound is prepared by the procedure of Example 12 using 25 g of 2-(2-aminoethyl)pyridine, 22.2 ml of acetic anhydride, 2.57 g of 4-dimethylaminopyridine and 100 ml of pyridine. The residue is purified by column chromatography (silica gel:20% methyl alcohol/ethyl acetate) to give 7.5 g of desired product as a yellow oil. Reactants: ( 119 ), ClC1=C(C=C(O)C=C1)O (4-chlororesorcine), [OH-].[Na+] (sodium hydroxide), C1C(C)O1 (propylene oxide). Yields the product ClC1=C(C=C(O)C=C1)O.C1C(C)O1 (4-chlororesorcine propylene oxide). RXN SMILES: [Cl:1][C:2]1[CH:8]=[CH:7][C:5]([OH:6])=[CH:4][C:3]=1[OH:9].[OH-].[Na+].[CH2:12]1[O:15][CH:13]1[CH3:14]>>[Cl:1][C:2]1[CH:8]=[CH:7][C:5]([OH:6])=[CH:4][C:3]=1[OH:9].[CH2:12]1[O:15][CH:13]1[CH3:14] |f:1.2,4.5|. Procedure: One hundred and nineteen (119) parts of 4-chlororesorcine and 1.0 part of sodium hydroxide were reacted with 581 parts of propylene oxide at not higher than 5 kg/cm2, at 140°-170° C. for 40 minutes to obtain a 4-chlororesorcine-propylene oxide adduct (the average amount added, n=8) which was a light-yellow viscous liquid.